Dataset: the Open Reaction Database (ORD), a public repository of structured organic reaction records. Task: describe an organic reaction: reactants, conditions, products, and yield The reactants are CC(C)(C)OC(=O)CNc1ccc(NC(=O)OC(C)(C)C)cc1[N+](=O)[O-], CO. Product: CC(C)(C)OC(=O)CNc1ccc(NC(=O)OC(C)(C)C)cc1N. RXN SMILES: [C:1]([CH3:2])([CH3:3])([CH3:4])[O:5][C:6]([CH2:7][NH:8][c:9]1[c:10]([N+:23]([O-:24])=[O:25])[cH:11][c:12]([NH:15][C:16](=[O:17])[O:18][C:19]([CH3:20])([CH3:21])[CH3:22])[cH:13][cH:14]1)=[O:26].[CH3:27][OH:28]>>[C:1]([CH3:2])([CH3:3])([CH3:4])[O:5][C:6]([CH2:7][NH:8][c:9]1[c:10]([NH2:23])[cH:11][c:12]([NH:15][C:16](=[O:17])[O:18][C:19]([CH3:20])([CH3:21])[CH3:22])[cH:13][cH:14]1)=[O:26]. Starting materials: O=C([O-])[O-], CO, C[Si](C)(C)C#Cc1ccc(OCCN2CCOCC2)cc1, [K+], [K+]. Yields the product C#Cc1ccc(OCCN2CCOCC2)cc1. As a reaction SMILES: [C:1](=[O:2])([O-:3])[O-:4].[CH3:28][OH:29].[CH3:7][Si:8]([CH3:9])([CH3:10])[C:11]#[C:12][c:13]1[cH:14][cH:15][c:16]([O:17][CH2:18][CH2:19][N:20]2[CH2:21][CH2:22][O:23][CH2:24][CH2:25]2)[cH:26][cH:27]1.[K+:5].[K+:6]>>[CH:11]#[C:12][c:13]1[cH:14][cH:15][c:16]([O:17][CH2:18][CH2:19][N:20]2[CH2:21][CH2:22][O:23][CH2:24][CH2:25]2)[cH:26][cH:27]1. The reactants are C(C)#N (acetonitrile), O1CCCC1 (tetrahydrofuran), solution, C(CCC)[Li] (n-butyl lithium), C(C)(C)NC(C)C (diisopropylamine), O1CCCC1 (tetrahydrofuran), C(CCCCC)=O (hexanal), O1CCCC1 (tetrahydrofuran), Cl (hydrochloric acid). Solvent: CCCCCC (hexane). Run at temperature 0 celsius, time 15 minute. The product is NCCC(CCCCC)OC1OCCCC1 (1-Amino-3-(tetrahydro-2H-pyran-2-yloxy)octane). Yield: 92.0%. As a reaction SMILES: C([Li])CCC.C(N[CH:10]([CH3:12])[CH3:11])(C)C.[C:13](#[N:15])[CH3:14].[CH:16](=[O:22])[CH2:17][CH2:18][CH2:19][CH2:20][CH3:21].Cl.[O:24]1CC[CH2:26][CH2:25]1>CCCCCC>[NH2:15][CH2:13][CH2:14][CH:16]([O:22][CH:11]1[CH2:10][CH2:12][CH2:26][CH2:25][O:24]1)[CH2:17][CH2:18][CH2:19][CH2:20][CH3:21]. Procedure: A 1.9 M solution (21 ml. 40 millimole) of n-butyl lithium in hexane is added cautiously to a stirred solution of freshly distilled diisopropylamine (4.04 g., 40 millimole) in anhydrous tetrahydrofuran (60 ml.) maintained at 0° C. under a nitrogen atmosphere. The resulting solution is stirred at ambient temperature for 15 minutes, cooled to -78° C., and treated with a solution of anhydrous acetonitrile (1.64 g., 40 millimole) in anhydrous tetrahydrofuran (5 ml.). The resulting turbid suspension i...